This data is from the Open Reaction Database (ORD), a public repository of structured organic reaction records. The task is: describe an organic reaction: reactants, conditions, products, and yield Starting materials: Cc1ccccc1, CCCC(O)(CCC)c1c2c(nn1C)N(c1c(C)cc(C)cc1Cl)CCC2, O, Cc1ccc(S(=O)(=O)O)cc1. The product is CCC=C(CCC)c1c2c(nn1C)N(c1c(C)cc(C)cc1Cl)CCC2. RXN SMILES: [CH3:40][c:41]1[cH:42][cH:43][cH:44][cH:45][cH:46]1.[Cl:1][c:2]1[c:3]([N:10]2[c:11]3[c:12]([c:16]([C:20]([CH2:21][CH2:22][CH3:23])([CH2:24][CH2:25][CH3:26])[OH:27])[n:17]([CH3:19])[n:18]3)[CH2:13][CH2:14][CH2:15]2)[c:4]([CH3:9])[cH:5][c:6]([CH3:8])[cH:7]1.[OH2:28].[c:29]1([CH3:30])[cH:31][cH:32][c:33]([S:34]([OH:35])(=[O:36])=[O:37])[cH:38][cH:39]1>>[Cl:1][c:2]1[c:3]([N:10]2[c:11]3[c:12]([c:16]([C:20](=[CH:21][CH2:22][CH3:23])[CH2:24][CH2:25][CH3:26])[n:17]([CH3:19])[n:18]3)[CH2:13][CH2:14][CH2:15]2)[c:4]([CH3:9])[cH:5][c:6]([CH3:8])[cH:7]1.